This data is from the Open Reaction Database (ORD), a public repository of structured organic reaction records. The task is: describe an organic reaction: reactants, conditions, products, and yield The product is CC(CN1CCC(NC(=O)OC(C)(C)C)CC1)N1CCC(O)CC1. As a reaction SMILES: [C:1]([CH3:2])([CH3:3])([CH3:4])[O:5][C:6](=[O:7])[NH:8][CH:9]1[CH2:10][CH2:11][N:12]([CH2:15][CH:16]([CH3:17])[N:18]2[CH2:19][CH2:20][CH:21]([O:24][C:25](=[O:26])[C:27]([CH3:28])([CH3:29])[CH3:30])[CH2:22][CH2:23]2)[CH2:13][CH2:14]1.[CH3:31][O-:32].[Na+:33]>>[C:1]([CH3:2])([CH3:3])([CH3:4])[O:5][C:6](=[O:7])[NH:8][CH:9]1[CH2:10][CH2:11][N:12]([CH2:15][CH:16]([CH3:17])[N:18]2[CH2:19][CH2:20][CH:21]([OH:24])[CH2:22][CH2:23]2)[CH2:13][CH2:14]1. Starting materials: CC(CN1CCC(NC(=O)OC(C)(C)C)CC1)N1CCC(OC(=O)C(C)(C)C)CC1, C[O-], [Na+]. Reactants: FC(C=1C=C(C=CC1)N1CCN(CC1)CCN1C=NC2=CC=CC=C2C1=O)(F)F (3-(2-(4-(3-(trifluoromethyl)phenyl)piperazine-1-yl)ethyl) quinazoline-4 (3H)-one), ClC1=C(C=CC=C1)N1CCNCC1 (1-(2-chlorophenyl)piperazine). Product: ClC1=C(C=CC=C1)N1CCN(CC1)CCN1C=NC2=CC=CC=C2C1=O (3-(2-(4-(2-chlorophenyl)piperazine-1-yl)ethyl)quinazoline-4 (3H)-one). RXN SMILES: FC(F)(F)[C:3]1[CH:4]=[C:5]([N:9]2[CH2:14][CH2:13][N:12]([CH2:15][CH2:16][N:17]3[C:26](=[O:27])[C:25]4[C:20](=[CH:21][CH:22]=[CH:23][CH:24]=4)[N:19]=[CH:18]3)[CH2:11][CH2:10]2)[CH:6]=[CH:7][CH:8]=1.[Cl:30]C1C=CC=CC=1N1CCNCC1>>[Cl:30][C:6]1[CH:7]=[CH:8][CH:3]=[CH:4][C:5]=1[N:9]1[CH2:14][CH2:13][N:12]([CH2:15][CH2:16][N:17]2[C:26](=[O:27])[C:25]3[C:20](=[CH:21][CH:22]=[CH:23][CH:24]=3)[N:19]=[CH:18]2)[CH2:11][CH2:10]1. Procedure details: This compound was prepared in compliance with the procedure described in 1c, using 1-(2-chlorophenyl)piperazine instead of 1-(3-(trifluoromethyl)phenyl)piperazine. Starting materials: C(CCCCCCCCCCCCCCC)SCC(COC(C1=CC=CC=C1)(C1=CC=CC=C1)C1=CC=CC=C1)OC1=NOC=C1 (1-hexadecylthio-2-(3-isoxazolyloxy)-3-triphenylmethoxypropane), O.C1(=CC=C(C=C1)S(=O)(=O)O)C (p-toluenesulfonic acid monohydrate), C(CCCCCCCCCCCCCCC)SCC(CO)N1N=NN=C1C (3-hexadecylthio-2-(5-methyl-1H-tetrazol-1-yl)propanol). The solvent is CO.O1CCCC1 (methanol tetrahydrofuran). Product: C(CCCCCCCCCCCCCCC)SCC(CO)OC1=NOC=C1 (3-hexadecylthio-2-(3-isoxazolyloxy)propanol). Yield: 93.5%. As a reaction SMILES: [CH2:1]([S:17][CH2:18][CH:19]([O:41][C:42]1[CH:46]=[CH:45][O:44][N:43]=1)[CH2:20][O:21]C(C1C=CC=CC=1)(C1C=CC=CC=1)C1C=CC=CC=1)[CH2:2][CH2:3][CH2:4][CH2:5][CH2:6][CH2:7][CH2:8][CH2:9][CH2:10][CH2:11][CH2:12][CH2:13][CH2:14][CH2:15][CH3:16].O.C1(C)C=CC(S(O)(=O)=O)=CC=1.C(SCC(N1C(C)=NN=N1)CO)CCCCCCCCCCCCCCC>CO.O1CCCC1>[CH2:1]([S:17][CH2:18][CH:19]([O:41][C:42]1[CH:46]=[CH:45][O:44][N:43]=1)[CH2:20][OH:21])[CH2:2][CH2:3][CH2:4][CH2:5][CH2:6][CH2:7][CH2:8][CH2:9][CH2:10][CH2:11][CH2:12][CH2:13][CH2:14][CH2:15][CH3:16] |f:1.2,4.5|. Procedure details: A mixture of 7.30 g (11 mM) of 1-hexadecylthio-2-(3-isoxazolyloxy)-3-triphenylmethoxypropane 5j and 433 mg (2.3 mM) of p-toluenesulfonic acid monohydrate in 150 ml of methanol-tetrahydrofuran (1:1) mixture by the same procedure as described in (81) to give 4.25 g of the titled compound Vj1 (94% yield).